From a dataset of the Open Reaction Database (ORD), a public repository of structured organic reaction records. describe an organic reaction: reactants, conditions, products, and yield The reactants are S(=O)(=O)(N)N (sulphamide), C(C)OC(CBr)OCC (bromoacetaldehyde-diethylacetal). Solvent: Cl (hydrochloric acid). Reaction conditions: time 5 minute. Yields the product BrCC1NS(NC(NS(N1)(=O)=O)CBr)(=O)=O (3,7-Di-(bromomethyl)-1,5-dithia-2,4,6,8-tetra-aza-cyclooctane-1,1,5,5-tetraoxide). Isolated yield 60.0%. RXN SMILES: [S:1]([NH2:5])([NH2:4])(=[O:3])=[O:2].C(O[CH:9](OCC)[CH2:10][Br:11])C>Cl>[Br:11][CH2:10][CH:9]1[NH:5][S:1](=[O:3])(=[O:2])[NH:4][CH:9]([CH2:10][Br:11])[NH:5][S:1](=[O:3])(=[O:2])[NH:4]1. Reported procedure: 0.01 mole of sulphamide in 5 ml of concentrated hydrochloric acid is added to 0.012 mole of bromoacetaldehyde-diethylacetal, at room temperature whilst stirring. After 5 minutes, the precipitate which has formed is filtered off and washed with ice water, dried and recrystallised from acetone/petroleum ether. 3,7-Di-(bromomethyl)-1,5-dithia-2,4,6,8-tetra-aza-cyclooctane-1,1,5,5-tetraoxide is obtained as colourless needle-shaped crystals of melting point 172° C (decomposition) in a yield of 60%. The reactants are C1(=CC=CC2=CC3=CC=CC=C3C=C12)CO ((1-anthryl)methanol), [Cr](=O)(=O)([O-])Cl.[NH+]1=CC=CC=C1 (pyridinium chlorochromate). Solvent: C(Cl)Cl (CH2Cl2). Yields the product C1(=CC=CC2=CC3=CC=CC=C3C=C12)C=O (1-anthracenecarbaldehyde). The yield is 67.9%. RXN SMILES: [C:1]1([CH2:15][OH:16])[C:14]2[C:5](=[CH:6][C:7]3[C:12]([CH:13]=2)=[CH:11][CH:10]=[CH:9][CH:8]=3)[CH:4]=[CH:3][CH:2]=1.[Cr](Cl)([O-])(=O)=O.[NH+]1C=CC=CC=1>C(Cl)Cl>[C:1]1([CH:15]=[O:16])[C:14]2[C:5](=[CH:6][C:7]3[C:12]([CH:13]=2)=[CH:11][CH:10]=[CH:9][CH:8]=3)[CH:4]=[CH:3][CH:2]=1 |f:1.2|. Procedure details: To a 2 L round bottom flask equipped with condenser and magnetic stirring bar was added (1-anthryl)methanol (21.0 g, 0.10 mol), CH2Cl2 (1200 mL) and pyridinium chlorochromate (Aldrich, 32.33 g, 0.15 mol). The mixture was then refluxed for 5 h. The reaction was cooled and then filtered through 400 g plug of silica gel using PhCH3 as eluting solvent. The first 1 L of solution was collected and concentrated to give 16 g of crude product. This material was purified by preparative HPLC using PhCH3 as... Starting materials: CCOC(=O)c1ccc(-c2cnn3c(-c4cccc(-n5cccn5)c4)cnc3c2)cc1, NCCO, CCO, [K+], [K+], O=C([O-])[O-]. Product: O=C(NCCO)c1ccc(-c2cnn3c(-c4cccc(-n5cccn5)c4)cnc3c2)cc1. Reaction SMILES: [CH2:1]([O:2][C:4]([c:5]1[cH:6][cH:7][c:8](-[c:11]2[cH:12][c:13]3[n:14]([n:15][cH:16]2)[c:17](-[c:20]2[cH:21][c:22](-[n:26]4[n:27][cH:28][cH:29][cH:30]4)[cH:23][cH:24][cH:25]2)[cH:18][n:19]3)[cH:9][cH:10]1)=[O:31])[CH3:3].[CH2:32]([OH:33])[CH2:34][NH2:35].[CH3:42][CH2:43][OH:44].[K+:36].[K+:37].[O-:38][C:39]([O-:40])=[O:41]>>[C:4]([c:5]1[cH:6][cH:7][c:8](-[c:11]2[cH:12][c:13]3[n:14]([n:15][cH:16]2)[c:17](-[c:20]2[cH:21][c:22](-[n:26]4[n:27][cH:28][cH:29][cH:30]4)[cH:23][cH:24][cH:25]2)[cH:18][n:19]3)[cH:9][cH:10]1)(=[O:31])[NH:35][CH2:34][CH2:32][OH:33]. The reactants are COC(=O)C(N)CCCNC(=O)OCc1ccccc1, CN=C=S. Product: CN1C(=O)C(CCCNC(=O)OCc2ccccc2)NC1=S. RXN SMILES: [CH3:1][O:2][C:3]([CH:4]([NH2:5])[CH2:6][CH2:7][CH2:8][NH:9][C:10](=[O:11])[O:12][CH2:13][c:14]1[cH:15][cH:16][cH:17][cH:18][cH:19]1)=[O:20].[CH3:21][N:22]=[C:23]=[S:24]>>[C:3]1(=[O:20])[CH:4]([CH2:6][CH2:7][CH2:8][NH:9][C:10](=[O:11])[O:12][CH2:13][c:14]2[cH:15][cH:16][cH:17][cH:18][cH:19]2)[NH:5][C:23](=[S:24])[N:22]1[CH3:21]. Starting materials: O=C(O)c1ccc(Br)o1, CCOC(=O)C(=Cc1cccc(N)c1)CC. Yields the product CCOC(=O)C(=Cc1cccc(NC(=O)c2ccc(Br)o2)c1)CC. Reaction SMILES: [Br:1][c:2]1[cH:3][cH:4][c:5]([C:7](=[O:8])[OH:9])[o:6]1.[CH2:10]([CH3:11])[O:12][C:13]([C:14]([CH2:15][CH3:16])=[CH:17][c:18]1[cH:19][c:20]([NH2:24])[cH:21][cH:22][cH:23]1)=[O:25]>>[Br:1][c:2]1[cH:3][cH:4][c:5]([C:7](=[O:9])[NH:24][c:20]2[cH:19][c:18]([CH:17]=[C:14]([C:13]([O:12][CH2:10][CH3:11])=[O:25])[CH2:15][CH3:16])[cH:23][cH:22][cH:21]2)[o:6]1. Starting materials: O1CCCC=C1 (Dihydropyrane), N (ammonia), ClC1=C2NC=NC2=NC=N1 (6-chloropurine). The reagents and catalysts are O.S(=O)(=O)(O)C1=CC=C(C)C=C1 (tosylic acid monohydrate). The solvent is C(C)(=O)OCC (Ethyl acetate). Reaction conditions: temperature 60 celsius, time 30 minute. The product is ClC1=C2N=CN(C2=NC=N1)C1OCCCC1 (6-Chloro-9-(tetrahydro-2H-pyran-2-yl)-9H-purine). The yield is 90.5%. RXN SMILES: [Cl:1][C:2]1[N:10]=[CH:9][N:8]=[C:7]2[C:3]=1[NH:4][CH:5]=[N:6]2.[O:11]1[CH:16]=[CH:15][CH2:14][CH2:13][CH2:12]1.N>O.S(C1C=CC(C)=CC=1)(O)(=O)=O.C(OCC)(=O)C>[Cl:1][C:2]1[N:10]=[CH:9][N:8]=[C:7]2[C:3]=1[N:4]=[CH:5][N:6]2[CH:12]1[CH2:13][CH2:14][CH2:15][CH2:16][O:11]1 |f:3.4|. Procedure details: Ethyl acetate (300 ml) was added to 6-chloropurine (25 g, 162 mmol) and tosylic acid monohydrate (460 mg, 2.43 mmol) and the resulting mixture was heated at 60° C. Dihydropyrane (16 ml, 178 mmol) was added and the resulting mixture was stirred at the same temperature for 30 minutes. The reaction mixture was cooled to room temperature followed by the addition of 28% aqueous ammonia solution (15 ml) and the organic layer was fractionated, washed with water, and dried over magnesium sulfate. The so... The reactants are O[C@@H]([C@@H](OC1=CC=C(C=C1)B(O)O)C)CCC=1C=NC=CC1 ((1S,2R)-4-(2-Hydroxy-1-methyl-4-pyridin-3-ylbutoxy)benzeneboronic acid), FC(C(=O)OC(C(F)(F)F)=O)(F)F (Trifluoroacetic anhydride), BrC=1C=C(C=CC1)N(C(C(F)(F)F)=O)C (N-(3-bromo-phenyl)-2,2,2-trifluoro-N-methylacetamide), C([O-])([O-])=O.[Na+].[Na+] (sodium carbonate). The reagents and catalysts are C=1C=CC(=CC1)[P](C=2C=CC=CC2)(C=3C=CC=CC3)[Pd]([P](C=4C=CC=CC4)(C=5C=CC=CC5)C=6C=CC=CC6)([P](C=7C=CC=CC7)(C=8C=CC=CC8)C=9C=CC=CC9)[P](C=1C=CC=CC1)(C=1C=CC=CC1)C=1C=CC=CC1 (tetrakis(triphenylphosphine)palladium). The solvent is C(C)O (ethanol), ClCCl (dichloromethane). Run at temperature 90 celsius, time 1 hour. The product is FC(C(=O)N(C)C=1C=C(C=CC1)C1=CC=C(C=C1)O[C@H]([C@@H](CCC=1C=NC=CC1)O)C)(F)F ((1S,2R)-2,2,2-Trifluoro-N-[4′-(2-hydroxy-1-methyl-4-pyridin-3-yl-butoxy)-biphenyl-3-yl]-N-methylacetamide). Yield: 64.8%. RXN SMILES: [OH:1][C@H:2]([CH2:15][CH2:16][C:17]1[CH:18]=[N:19][CH:20]=[CH:21][CH:22]=1)[C@H:3]([CH3:14])[O:4][C:5]1[CH:10]=[CH:9][C:8](B(O)O)=[CH:7][CH:6]=1.Br[C:24]1[CH:25]=[C:26]([N:30]([CH3:37])[C:31](=[O:36])[C:32]([F:35])([F:34])[F:33])[CH:27]=[CH:28][CH:29]=1.C(=O)([O-])[O-].[Na+].[Na+].FC(F)(F)C(OC(=O)C(F)(F)F)=O>C(O)C.ClCCl.C1C=CC([P]([Pd]([P](C2C=CC=CC=2)(C2C=CC=CC=2)C2C=CC=CC=2)([P](C2C=CC=CC=2)(C2C=CC=CC=2)C2C=CC=CC=2)[P](C2C=CC=CC=2)(C2C=CC=CC=2)C2C=CC=CC=2)(C2C=CC=CC=2)C2C=CC=CC=2)=CC=1>[F:33][C:32]([F:34])([F:35])[C:31]([N:30]([C:26]1[CH:27]=[C:28]([C:8]2[CH:9]=[CH:10][C:5]([O:4][C@@H:3]([CH3:14])[C@H:2]([OH:1])[CH2:15][CH2:16][C:17]3[CH:18]=[N:19][CH:20]=[CH:21][CH:22]=3)=[CH:6][CH:7]=2)[CH:29]=[CH:24][CH:25]=1)[CH3:37])=[O:36] |f:2.3.4,^1:66,68,87,106|. Reported procedure: Prepared according to the method described in Example 12b) from (1S,2R)-4-(2-hydroxy-1-methyl-4-pyridin-3-ylbutoxy)benzeneboronic acid (0.150 g, Example 33), N-(3-bromo-phenyl)-2,2,2-trifluoro-N-methylacetamide (0.282 g), 2M aqueous sodium carbonate (0.50 ml) and tetrakis(triphenylphosphine)palladium (0) (0.020 g) in ethanol (3 ml) with heating at 90° C. for 2 hours. After work up, the residue was purified by normal-phase HPLC eluting with a gradient of 0-25% ethanol in dichloromethane. The prod...